From a dataset of the Open Reaction Database (ORD), a public repository of structured organic reaction records. describe an organic reaction: reactants, conditions, products, and yield Reactants: O=[N+]([O-])[O-], N=C(N)[NH2+]c1ccc(OCCn2nccn2)cc1, O=[N+]([O-])c1ccc(OCCn2nccn2)cc1. The product is Nc1ccc(OCCn2nccn2)cc1. Reaction SMILES: [O-:36][N+:37](=[O:38])[O-:39].[n:18]1[n:19]([CH2:20][CH2:21][O:22][c:23]2[cH:24][cH:25][c:26]([NH2+:27][C:28]([NH2:29])=[NH:30])[cH:31][cH:32]2)[n:33][cH:34][cH:35]1.[n:1]1[n:2]([CH2:6][CH2:7][O:8][c:9]2[cH:10][cH:11][c:12]([N+:15]([O-:16])=[O:17])[cH:13][cH:14]2)[n:3][cH:4][cH:5]1>>[n:1]1[n:2]([CH2:6][CH2:7][O:8][c:9]2[cH:10][cH:11][c:12]([NH2:15])[cH:13][cH:14]2)[n:3][cH:4][cH:5]1. Starting materials: FC(C1=NOC(=C1C)O)(F)F (3-trifluoromethyl-4-methyl-5-hydroxyisoxazole), CC(=O)C (acetone), C([O-])([O-])=O.[K+].[K+] (potassium carbonate), BrCC(=O)OC (methyl bromoacetate). Solvent: O (water). Reaction conditions: time 1 hour. Yields the product FC(C1=NOC(=C1C)OCC(=O)OC)(F)F (Methyl 2-(3-trifluoromethyl-4-methyl-5-isoxazolyloxy)acetate). The yield is 50.9%. Reaction SMILES: [F:1][C:2]([F:11])([F:10])[C:3]1[C:7]([CH3:8])=[C:6]([OH:9])[O:5][N:4]=1.CC(C)=O.C(=O)([O-])[O-].[K+].[K+].Br[CH2:23][C:24]([O:26][CH3:27])=[O:25]>O>[F:11][C:2]([F:1])([F:10])[C:3]1[C:7]([CH3:8])=[C:6]([O:9][CH2:23][C:24]([O:26][CH3:27])=[O:25])[O:5][N:4]=1 |f:2.3.4|. Procedure: To 1.00 g (6 mmole) of 3-trifluoromethyl-4-methyl-5-hydroxyisoxazole were added 10 ml of dry acetone and 1.00 g (7.2 mmole) of anhydrous potassium carbonate and the resulting mixture was stirred at room temperature for one hour. After addition of methyl bromoacetate (1.10 g, 7.2 mmole), the mixture was refluxed for 30 hours. The reaction mixture was mixed with water (100 ml) and, extracted with diethyl ether. The diethyl ether phase was dried with anhydrous magnesium sulfate, evaporated under re...